Dataset: the Open Reaction Database (ORD), a public repository of structured organic reaction records. Task: describe an organic reaction: reactants, conditions, products, and yield Starting materials: O=C([O-])[O-], CC#N, ClCCN1CCCC1, Cl, [K+], [K+], O=[N+]([O-])c1cn[nH]c1. Yields the product O=[N+]([O-])c1cnn(CCN2CCCC2)c1. RXN SMILES: [C:18](=[O:19])([O-:20])[O-:21].[CH3:24][C:25]#[N:26].[Cl:10][CH2:11][CH2:12][N:13]1[CH2:14][CH2:15][CH2:16][CH2:17]1.[ClH:9].[K+:22].[K+:23].[N+:1](=[O:2])([O-:3])[c:4]1[cH:5][n:6][nH:7][cH:8]1>>[N+:1](=[O:2])([O-:3])[c:4]1[cH:5][n:6][n:7]([CH2:11][CH2:12][N:13]2[CH2:14][CH2:15][CH2:16][CH2:17]2)[cH:8]1.